From a dataset of the Open Reaction Database (ORD), a public repository of structured organic reaction records. describe an organic reaction: reactants, conditions, products, and yield As a reaction SMILES: [CH2:23]([Cl:24])[Cl:25].[Cl:13][c:14]1[cH:15][c:16]([N:20]=[C:21]=[O:22])[cH:17][cH:18][cH:19]1.[s:1]1[c:2]([CH:6]2[C:7](=[O:12])[NH:8][CH2:9][CH2:10][NH:11]2)[cH:3][cH:4][cH:5]1>>[s:1]1[c:2]([CH:6]2[C:7](=[O:12])[NH:8][CH2:9][CH2:10][N:11]2[C:21]([NH:20][c:16]2[cH:15][c:14]([Cl:13])[cH:19][cH:18][cH:17]2)=[O:22])[cH:3][cH:4][cH:5]1. Starting materials: ClCCl, O=C=Nc1cccc(Cl)c1, O=C1NCCNC1c1cccs1. Product: O=C1NCCN(C(=O)Nc2cccc(Cl)c2)C1c1cccs1.